Dataset: the Open Reaction Database (ORD), a public repository of structured organic reaction records. Task: describe an organic reaction: reactants, conditions, products, and yield Reactants: CO[C@@H]1[C@]2(C)[C@@H](CC1)[C@@H]1CC[C@H]3CC(CC[C@]3(C)[C@H]1CC2)=O (17β-methoxy-5α-androstan-3-one), C(C)(=O)OC(C)=O (acetic anhydride), C(C1=CC=CC=C1)(=O)O (benzoic acid), C(C1=CC=CC=C1)(=O)OC(C1=CC=CC=C1)=O (benzoic acid anhydride). The product is C(C1=CC=CC=C1)(=O)C1C(C[C@@H]2CC[C@H]3[C@@H]4CC[C@@H]([C@@]4(C)CC[C@@H]3[C@]2(C1)C)OC)=O (2-benzoyl-17β-methoxy-5α-androstan-3-one). RXN SMILES: [CH3:1][O:2][C@H:3]1[CH2:8][CH2:7][C@H:6]2[C@H:9]3[C@H:19]([CH2:20][CH2:21][C@:4]12[CH3:5])[C@:17]1([CH3:18])[C@H:12]([CH2:13][C:14](=[O:22])[CH2:15][CH2:16]1)[CH2:11][CH2:10]3.[C:23](O)(=[O:30])[C:24]1[CH:29]=[CH:28][CH:27]=[CH:26][CH:25]=1.C(OC(=O)C1C=CC=CC=1)(=O)C1C=CC=CC=1.C(OC(=O)C)(=O)C>>[C:23]([CH:15]1[CH2:16][C@@:17]2([CH3:18])[C@@H:12]([CH2:11][CH2:10][C@@H:9]3[C@@H:19]2[CH2:20][CH2:21][C@@:4]2([CH3:5])[C@H:6]3[CH2:7][CH2:8][C@@H:3]2[O:2][CH3:1])[CH2:13][C:14]1=[O:22])(=[O:30])[C:24]1[CH:29]=[CH:28][CH:27]=[CH:26][CH:25]=1. Procedure: Following the general procedure of U.S. Pat. No. 3,135,743, Example 12, but starting with 17β-methoxy-5α-androstan-3-one and using benzoic acid and benzoic acid anhydride in place of acetic acid and acetic anhydride, 2-benzoyl-17β-methoxy-5α-androstan-3-one is obtained. Reactants: C(C=C)C1=C(C(=CC=C1)[N+](=O)[O-])O (2-allyl-6-nitrophenol), ClC=1C=C(C(=O)OO)C=CC1 (3-chloroperoxybenzoic acid), C([O-])([O-])=O.[K+].[K+] (potassium carbonate). The solvent is CO (methanol), ClCCl (dichloromethane). Reaction conditions: time 8 hour. Yields the product [N+](=O)([O-])C1=CC=CC=2CC(OC21)CO ((±)-(7-nitro-2,3-dihydro-1-benzofuran-2-yl)methanol). Isolated yield 44.2%. As a reaction SMILES: [CH2:1]([C:4]1[CH:9]=[CH:8][CH:7]=[C:6]([N+:10]([O-:12])=[O:11])[C:5]=1[OH:13])[CH:2]=[CH2:3].ClC1C=C(C=CC=1)C(OO)=[O:19].C(=O)([O-])[O-].[K+].[K+]>ClCCl.CO>[N+:10]([C:6]1[C:5]2[O:13][CH:2]([CH2:3][OH:19])[CH2:1][C:4]=2[CH:9]=[CH:8][CH:7]=1)([O-:12])=[O:11] |f:2.3.4|. Procedure: To a solution of 2-nitrophenol (13.9 g, 100 mmol) in N,N-dimethylformamide (300 mL) was added with sodium hydride (4.2 g, 100 mmol 60%) followed by allyl bromide (13.3 g, 110 mmol) and the reaction was allowed to stir at room temperature for 2 hours The reaction mixture was diluted with water (500 mL) to dissolve any solids and extracted with ethyl acetate (3×250 mL). The combined organic layers were washed with water (4×500 mL), saturated aqueous sodium chloride (400 mL), dried (magnesium sulfa... The reactants are O=C1CCCN1CCCNc1ccc2ncc(Br)n2n1, CCOCC, CCCCC=CB(O)O, Cl. The product is Cl, CCCCC=Cc1cnc2ccc(NCCCN3CCCC3=O)nn12. As a reaction SMILES: [Br:1][c:2]1[cH:3][n:4][c:5]2[n:6]1[n:7][c:8]([NH:11][CH2:12][CH2:13][CH2:14][N:15]1[C:16](=[O:20])[CH2:17][CH2:18][CH2:19]1)[cH:9][cH:10]2.[CH3:31][CH2:32][O:33][CH2:34][CH3:35].[CH:21](=[CH:22][CH2:23][CH2:24][CH2:25][CH3:26])[B:27]([OH:28])[OH:29].[ClH:30]>>[ClH:30].[c:2]1([CH:21]=[CH:22][CH2:23][CH2:24][CH2:25][CH3:26])[cH:3][n:4][c:5]2[n:6]1[n:7][c:8]([NH:11][CH2:12][CH2:13][CH2:14][N:15]1[C:16](=[O:20])[CH2:17][CH2:18][CH2:19]1)[cH:9][cH:10]2. Reactants: C(=O)NCC=1N=CN2C1SC(=C2)C=2[C@@H]([C@H]1N(C2C(=O)[O-])C([C@@H]1[C@@H](C)O)=O)C.[Na+] (sodium (1S,5R,6S)-2-(7-formylaminomethyl imidazo[5,1-b]thiazol-2-yl)-6-((1R)-1-hydroxyethyl)-1-methyl-1-carbapen-2-em-3-carboxylate), C(C(C)(C)C)(=O)OCI (pivaloyloxymethyl iodide). Solvent: ClCCl (dichloromethane), CN(C)C=O (DMF). Run at time 1 hour. The product is C(=O)NCC=1N=CN2C1SC(=C2)C=2[C@@H]([C@H]1N(C2C(=O)OCOC(C(C)(C)C)=O)C([C@@H]1[C@@H](C)O)=O)C (Pivaloyloxymethyl (1S,5R,6S)-2-(7-formylaminomethyl imidazo[5,1-b]thiazol-2-yl)-6-((1R)-1-hydroxyethyl)-1-methyl-1-carbapen-2-em-3-carboxylate). As a reaction SMILES: [CH:1]([NH:3][CH2:4][C:5]1[N:6]=[CH:7][N:8]2[CH:12]=[C:11]([C:13]3[C@H:14]([CH3:27])[C@@H:15]4[C@@H:22]([C@H:23]([OH:25])[CH3:24])[C:21](=[O:26])[N:16]4[C:17]=3[C:18]([O-:20])=[O:19])[S:10][C:9]=12)=[O:2].[Na+].[C:29]([O:35][CH2:36]I)(=[O:34])[C:30]([CH3:33])([CH3:32])[CH3:31]>CN(C=O)C.ClCCl>[CH:1]([NH:3][CH2:4][C:5]1[N:6]=[CH:7][N:8]2[CH:12]=[C:11]([C:13]3[C@H:14]([CH3:27])[C@@H:15]4[C@@H:22]([C@H:23]([OH:25])[CH3:24])[C:21](=[O:26])[N:16]4[C:17]=3[C:18]([O:20][CH2:36][O:35][C:29](=[O:34])[C:30]([CH3:33])([CH3:32])[CH3:31])=[O:19])[S:10][C:9]=12)=[O:2] |f:0.1|. Procedure: To a solution of 33 mg of sodium (1S,5R,6S)-2-(7-formylaminomethyl imidazo[5,1-b]thiazol-2-yl)-6-((1R)-1-hydroxyethyl)-1-methyl-1-carbapen-2-em-3-carboxylate in 0.8 ml of DMF was added 29 mg of pivaloyloxymethyl iodide at −30° C., and the mixture was stirred for 1 hour during which the temperature was raised up to room temperature. The reaction mixture was diluted with 30 ml of dichloromethane, washed with semi-saturated aqueous saline, and dried over anhydrous magnesium sulfate. The solvent was... The reactants are C(C)(C)(C)OC(=O)N1CCC(CC1)OC1=CC=C(C=C1)N (4-(4-aminophenoxy)piperidine-1-carboxylic acid tert-butyl ester), ClCC1=NC2=C(N1CC(NC1CCCCC1)=O)C=CC(=C2)C#N (2-chloromethyl-1-(cyclohexylcarbamoylmethyl)-5-cyanobenzimidazole), C(C)(C)N(CC)C(C)C (diisopropylethylamine). Run in CN(C=O)C (dimethylformamide). Yields the product C(C)(C)(C)OC(=O)N1CCC(CC1)OC1=CC=C(C=C1)NCC1=NC2=C(N1CC(NC1CCCCC1)=O)C=CC(=C2)C#N (2-[4-(1-tert-Butoxycarbonylpiperidin-4-yloxy)phenylaminomethyl]-1-(cyclohexylcarbamoylmethyl)-5-cyanobenzimdazole). Yield: 95.5%. As a reaction SMILES: [C:1]([O:5][C:6]([N:8]1[CH2:13][CH2:12][CH:11]([O:14][C:15]2[CH:20]=[CH:19][C:18]([NH2:21])=[CH:17][CH:16]=2)[CH2:10][CH2:9]1)=[O:7])([CH3:4])([CH3:3])[CH3:2].Cl[CH2:23][C:24]1[N:28]([CH2:29][C:30](=[O:38])[NH:31][CH:32]2[CH2:37][CH2:36][CH2:35][CH2:34][CH2:33]2)[C:27]2[CH:39]=[CH:40][C:41]([C:43]#[N:44])=[CH:42][C:26]=2[N:25]=1.C(N(C(C)C)CC)(C)C>CN(C)C=O>[C:1]([O:5][C:6]([N:8]1[CH2:13][CH2:12][CH:11]([O:14][C:15]2[CH:20]=[CH:19][C:18]([NH:21][CH2:23][C:24]3[N:28]([CH2:29][C:30](=[O:38])[NH:31][CH:32]4[CH2:37][CH2:36][CH2:35][CH2:34][CH2:33]4)[C:27]4[CH:39]=[CH:40][C:41]([C:43]#[N:44])=[CH:42][C:26]=4[N:25]=3)=[CH:17][CH:16]=2)[CH2:10][CH2:9]1)=[O:7])([CH3:4])([CH3:2])[CH3:3]. Procedure details: A solution of 4-(4-aminophenoxy)piperidine-1-carboxylic acid tert-butyl ester (8.21 g), 2-chloromethyl-1-(cyclohexylcarbamoylmethyl)-5-cyanobenzimidazole (9.29 g) and diisopropylethylamine (9.8 ml) in dimethylformamide (93 ml) was stirred at 60° C. for 14 hours. After completion of the reaction, the solvent was evaporated and the obtained residue was extracted with ethyl acetate and washed with water. The organic layer was dried over anhydrous magnesium sulfate and the solvent was evaporated. To...